From a dataset of the Open Reaction Database (ORD), a public repository of structured organic reaction records. describe an organic reaction: reactants, conditions, products, and yield The reactants are C(C1=CC=CC=C1)OC(=O)NCC(=O)O (N-benzyloxycarbonyl-glycine), C1(CC1)N (cyclopropylamine), Cl.CN(CCCN=C=NCC)C (N-(3-dimethylaminopropyl)-N'-ethylcarbodiimide hydrochloride). Run in C(Cl)Cl (methylene chloride), CCOCC (ether). Run at time 4 hour. The product is C1(CC1)NC(CNC(=O)OCC1=CC=CC=C1)=O (benzyloxycarbonylamino-acetic acid cyclopropylamide). Isolated yield 80.7%. As a reaction SMILES: Cl.CN(C)[CH2:4][CH2:5][CH2:6][N:7]=C=NCC.[CH2:13]([O:20][C:21]([NH:23][CH2:24][C:25]([OH:27])=O)=[O:22])[C:14]1[CH:19]=[CH:18][CH:17]=[CH:16][CH:15]=1.C1(N)CC1>C(Cl)Cl.CCOCC>[CH:6]1([NH:7][C:25](=[O:27])[CH2:24][NH:23][C:21]([O:20][CH2:13][C:14]2[CH:15]=[CH:16][CH:17]=[CH:18][CH:19]=2)=[O:22])[CH2:4][CH2:5]1 |f:0.1|. Procedure: 23.1 g of N-(3-dimethylaminopropyl)-N'-ethylcarbodiimide hydrochloride (EDC) are added while stirring to 24 g of N-benzyloxycarbonyl-glycine and 8 ml of cyclopropylamine in 240 ml of methylene chloride and the mixture stirred at room temperature for 4 hours. The mixture is taken up in ether and washed with 1N hydrochloric acid, with bicarbonate solution and with water. After drying and evaporating the ether phase there are obtained 23 g of benzyloxycarbonylamino-acetic acid cyclopropylamide. Reactants: CC1CCCC(C)N1, CCO, OC(CCl)COc1ccccc1Cc1cccs1. Product: CC1CCCC(C)N1CC(O)COc1ccccc1Cc1cccs1, Cl. As a reaction SMILES: [CH3:19][CH:20]1[NH:21][CH:22]([CH3:26])[CH2:23][CH2:24][CH2:25]1.[CH3:27][CH2:28][OH:29].[Cl:1][CH2:2][CH:3]([CH2:4][O:5][c:6]1[c:7]([CH2:12][c:13]2[s:14][cH:15][cH:16][cH:17]2)[cH:8][cH:9][cH:10][cH:11]1)[OH:18]>>[CH2:2]([CH:3]([CH2:4][O:5][c:6]1[c:7]([CH2:12][c:13]2[s:14][cH:15][cH:16][cH:17]2)[cH:8][cH:9][cH:10][cH:11]1)[OH:18])[N:21]1[CH:20]([CH3:19])[CH2:25][CH2:24][CH2:23][CH:22]1[CH3:26].[ClH:1]. Starting materials: FC1=CC=C(C=C1)C1=CC=C(C=C1)[C@H](C)N1C(O[C@@](CC1)(CCO)C1=CC=C(C=C1)F)=O ((S)-3-((S)-1-(4′-fluorobiphenyl-4-yl)ethyl)-6-(4-fluorophenyl)-6-(2-hydroxyethyl)-1,3-oxazinan-2-one), F[C@H]1CNCC1 ((R)-3-fluoropyrrolidine). Yields the product FC1=CC=C(C=C1)C1=CC=C(C=C1)[C@H](C)N1C(O[C@@](CC1)(CCN1C[C@@H](CC1)F)C1=CC=C(C=C1)F)=O ((R)-3-((S)-1-(4′-fluorobiphenyl-4-yl)ethyl)-6-(4-fluorophenyl)-6-(2-((R)-3-fluoropyrrolidin-1-yl)ethyl)-1,3-oxazinan-2-one). Reaction SMILES: [F:1][C:2]1[CH:7]=[CH:6][C:5]([C:8]2[CH:13]=[CH:12][C:11]([C@@H:14]([N:16]3[CH2:21][CH2:20][C@@:19]([C:25]4[CH:30]=[CH:29][C:28]([F:31])=[CH:27][CH:26]=4)([CH2:22][CH2:23]O)[O:18][C:17]3=[O:32])[CH3:15])=[CH:10][CH:9]=2)=[CH:4][CH:3]=1.[F:33][C@@H:34]1[CH2:38][CH2:37][NH:36][CH2:35]1>>[F:1][C:2]1[CH:3]=[CH:4][C:5]([C:8]2[CH:9]=[CH:10][C:11]([C@@H:14]([N:16]3[CH2:21][CH2:20][C@@:19]([C:25]4[CH:26]=[CH:27][C:28]([F:31])=[CH:29][CH:30]=4)([CH2:22][CH2:23][N:36]4[CH2:37][CH2:38][C@@H:34]([F:33])[CH2:35]4)[O:18][C:17]3=[O:32])[CH3:15])=[CH:12][CH:13]=2)=[CH:6][CH:7]=1. Procedure: The title compound was prepared from (S)-3-((S)-1-(4′-fluorobiphenyl-4-yl)ethyl)-6-(4-fluorophenyl)-6-(2-hydroxyethyl)-1,3-oxazinan-2-one following procedures analogous to those described in Example 178 using (R)-3-fluoropyrrolidine in Step 2. LC-MS Method 2 tR=1.2 min, m/z=509.1; 1H NMR (CDCl3) 0.67-0.86 (m, 1H), 1.47 (d, 6H), 1.87-2.34 (m, 7H), 2.70-2.91 (m, 3H), 5.00-5.23 (d, 2H), 5.63 (m, 1H), 6.92-7.06 (m, 6H), 7.25 (m, 4H), 7.39 (m, 2H). The reactants are BrCCCC#N (4-bromobutyronitrile), C1(CCCC2=CC=CC=C12)NCCCN1C(C=2C(C1=O)=CC=CC2)=O (N-[3-(1,2,3,4-tetrahydro-1-naphthylamino)propyl]phthalimide), C([O-])([O-])=O.[K+].[K+] (potassium carbonate), [I-].[K+] (potassium iodide). The solvent is CC#N (CH3CN). Run at time 18 hour. The product is C1(C=2C(C(N1CCCN(CCCC#N)C1CCCC3=CC=CC=C13)=O)=CC=CC2)=O (4-[[(3-phthalimido)propyl](1,2,3,4-tetrahydro-1-naphthyl)amino]butyronitrile). The yield is 49.2%. As a reaction SMILES: [CH:1]1([NH:11][CH2:12][CH2:13][CH2:14][N:15]2[C:19](=[O:20])[C:18]3=[CH:21][CH:22]=[CH:23][CH:24]=[C:17]3[C:16]2=[O:25])[C:10]2[C:5](=[CH:6][CH:7]=[CH:8][CH:9]=2)[CH2:4][CH2:3][CH2:2]1.C(=O)([O-])[O-].[K+].[K+].[I-].[K+].Br[CH2:35][CH2:36][CH2:37][C:38]#[N:39]>CC#N>[C:19]1(=[O:20])[N:15]([CH2:14][CH2:13][CH2:12][N:11]([CH:1]2[C:10]3[C:5](=[CH:6][CH:7]=[CH:8][CH:9]=3)[CH2:4][CH2:3][CH2:2]2)[CH2:35][CH2:36][CH2:37][C:38]#[N:39])[C:16](=[O:25])[C:17]2=[CH:24][CH:23]=[CH:22][CH:21]=[C:18]12 |f:1.2.3,4.5|. Procedure: To a mixture of N-[3-(1,2,3,4-tetrahydro-1-naphthylamino)propyl]phthalimide (569 mg, 1.7 mmol), potassium carbonate (709 mg, 5.1 mmol) and potassium iodide (280 mg, 1.7 mmol) in CH3CN (20 ml) was added 4-bromobutyronitrile (754 mg, 5.1 mmol). The mixture was refluxed under stirring for 18 h, and then filtered. The filtrate was concentrated under vacuum to dryness, and the residue was chromatographed on silica gel (eluting with 20% ethyl acetate/chloroform) to afford 4-[[(3-phthalimido)propyl](1,... Reactants: Example 4, C(=O)([O-])C(O)C(O)C(=O)[O-].[Na+].[K+] (potassium sodium tartrate), solution, [H-].C(C(C)C)[Al+]CC(C)C (diisobutylaluminium hydride), CC1(C=2C=CC(=CC2C(CC1)(C)C)[Se]C#CC1=CC=C(C(=O)OC)C=C1)C (methyl 4-(5,5,8,8-tetramethyl-5,6,7,8-tetrahydro-2-naphthylselanylethynyl)benzoate). The solvent is C1(=CC=CC=C1)C (toluene), C1(=CC=CC=C1)C (toluene). Reaction conditions: temperature 0 celsius, time 4 hour. The product is CC1(C=2C=CC(=CC2C(CC1)(C)C)[Se]C#CC1=CC=C(C=C1)CO)C ([4-(5,5,8,8-Tetramethyl-5,6,7,8-tetrahydro-2-naphthylselanylethynyl)phenyl]methanol). Yield: 60.0%. As a reaction SMILES: [H-].C([Al+]CC(C)C)C(C)C.[CH3:11][C:12]1([CH3:37])[CH2:21][CH2:20][C:19]([CH3:23])([CH3:22])[C:18]2[CH:17]=[C:16]([Se:24][C:25]#[C:26][C:27]3[CH:36]=[CH:35][C:30]([C:31](OC)=[O:32])=[CH:29][CH:28]=3)[CH:15]=[CH:14][C:13]1=2.C(C(C(C([O-])=O)O)O)([O-])=O.[Na+].[K+]>C1(C)C=CC=CC=1>[CH3:11][C:12]1([CH3:37])[CH2:21][CH2:20][C:19]([CH3:22])([CH3:23])[C:18]2[CH:17]=[C:16]([Se:24][C:25]#[C:26][C:27]3[CH:36]=[CH:35][C:30]([CH2:31][OH:32])=[CH:29][CH:28]=3)[CH:15]=[CH:14][C:13]1=2 |f:0.1,3.4.5|. Procedure details: A 1M solution of diisobutylaluminium hydride in toluene (4 ml, 4 mmol) is added dropwise, at 0° C., to a solution of methyl 4-(5,5,8,8-tetramethyl-5,6,7,8-tetrahydro-2-naphthylselanylethynyl)benzoate obtained according to Example 4 (750 mg, 1.8 mmol), in toluene (20 ml). The solution is stirred for 4 h at 0° C. and is then treated with a double potassium sodium tartrate solution, filtered and taken up in a mixture of ethyl ether and water. The organic phase is washed with water, dried over magne...